This data is from the Open Reaction Database (ORD), a public repository of structured organic reaction records. The task is: describe an organic reaction: reactants, conditions, products, and yield Yields the product ClC=1C=2N(C=C(C1)C(F)(F)F)C=C(N2)C(=O)NS(=O)(=O)C2=C(C=CC(=C2)OC)Cl (8-chloro-N-[(2-chloro-5-methoxyphenyl)sulfonyl]-6-(trifluoromethyl)-imidazo[1,2-a]pyridine-2-carboxamide). As a reaction SMILES: [Cl:1][C:2]1[C:3]2[N:4]([CH:12]=[C:13]([C:15]([OH:17])=O)[N:14]=2)[CH:5]=[C:6]([C:8]([F:11])([F:10])[F:9])[CH:7]=1.[Cl:18][C:19]1[CH:24]=[CH:23][C:22]([O:25][CH3:26])=[CH:21][C:20]=1[S:27]([NH2:30])(=[O:29])=[O:28]>CN(C)C1C=CN=CC=1.C(O)(C)(C)C.ClCCl>[Cl:1][C:2]1[C:3]2[N:4]([CH:12]=[C:13]([C:15]([NH:30][S:27]([C:20]3[CH:21]=[C:22]([O:25][CH3:26])[CH:23]=[CH:24][C:19]=3[Cl:18])(=[O:29])=[O:28])=[O:17])[N:14]=2)[CH:5]=[C:6]([C:8]([F:9])([F:10])[F:11])[CH:7]=1. Run in C(C)(C)(C)O (t-butanol), ClCCl (dichloromethane), ClCCl (Dichloromethane). Procedure: To the carboxylic acid from Step C (243 mg, 0.92 mmol) was added a solution of 4-(dimethylamino)pyridine (340 mg, 2.76 mmol) and 1-(3-dimethyl-aminopropyl)-3-ethylcarbodiimide hydrochloride (232 mg, 2.3 mmol) in t-butanol (5 mL) and dichloromethane (5 mL). The reaction mixture was stirred for 15 min, 2-chloro-5-methoxybenzenesulfonamide (190 mg, 0.86 mmol) was added, and the reaction mixture was stirred at room temperature overnight. Dichloromethane (200 mL) was then added, the mixture was extra... The reactants are ClC=1C=2N(C=C(C1)C(F)(F)F)C=C(N2)C(=O)O (8-chloro-6-(trifluoromethyl)imidazo[1,2-a]pyridine-2-carboxylic acid), 1-(3-dimethyl-aminopropyl)-3-ethylcarbodiimide hydrochloride, ClC1=C(C=C(C=C1)OC)S(=O)(=O)N (2-chloro-5-methoxybenzenesulfonamide). Conditions: time 15 minute. Reagents/catalysts: CN(C1=CC=NC=C1)C (4-(dimethylamino)pyridine). Isolated yield 59.6%.